Dataset: the Open Reaction Database (ORD), a public repository of structured organic reaction records. Task: describe an organic reaction: reactants, conditions, products, and yield Starting materials: O=C([O-])[O-], C1COCCO1, FC(F)Oc1ccc(-c2cnc(Cl)nc2)cc1, Nc1cccc(O)c1, [Na+], [Na+]. Product: Oc1cccc(Nc2ncc(-c3ccc(OC(F)F)cc3)cn2)c1. RXN SMILES: [C:32](=[O:33])([O-:34])[O-:35].[CH2:26]1[O:27][CH2:28][CH2:29][O:30][CH2:31]1.[Cl:1][c:2]1[n:3][cH:4][c:5](-[c:8]2[cH:9][cH:10][c:11]([O:14][CH:15]([F:16])[F:17])[cH:12][cH:13]2)[cH:6][n:7]1.[NH2:18][c:19]1[cH:20][cH:21][cH:22][c:23]([OH:24])[cH:25]1.[Na+:36].[Na+:37]>>[c:2]1([NH:18][c:19]2[cH:20][cH:21][cH:22][c:23]([OH:24])[cH:25]2)[n:3][cH:4][c:5](-[c:8]2[cH:9][cH:10][c:11]([O:14][CH:15]([F:16])[F:17])[cH:12][cH:13]2)[cH:6][n:7]1. The reactants are C1(CC1)C1=CC(=C(C=C1)NC(OC(C)(C)C)=O)C (tert-butyl (4-cyclopropyl-2-methylphenyl)carbamate), C(C)(CC)[Li] (sec-butyllithium), CON(C(C1=CC=CC=C1)=O)C (N-methoxy-N-methylbenzamide). Solvent: O1CCCC1 (tetrahydrofuran), O1CCCC1 (tetrahydrofuran). Run at time 30 minute. Product: C(C)(C)(C)OC(NC1=C(C=C(C=C1)C1CC1)CC(C1=CC=CC=C1)=O)=O (tert-Butyl[4-cyclopropyl-2-(2-oxo-2-phenylethyl)phenyl]carbamate). Isolated yield 59.5%. Reaction SMILES: [CH:1]1([C:4]2[CH:9]=[CH:8][C:7]([NH:10][C:11](=[O:17])[O:12][C:13]([CH3:16])([CH3:15])[CH3:14])=[C:6]([CH3:18])[CH:5]=2)[CH2:3][CH2:2]1.C([Li])(CC)C.CON(C)[C:27](=[O:34])[C:28]1[CH:33]=[CH:32][CH:31]=[CH:30][CH:29]=1>O1CCCC1>[C:13]([O:12][C:11](=[O:17])[NH:10][C:7]1[CH:8]=[CH:9][C:4]([CH:1]2[CH2:2][CH2:3]2)=[CH:5][C:6]=1[CH2:18][C:27](=[O:34])[C:28]1[CH:33]=[CH:32][CH:31]=[CH:30][CH:29]=1)([CH3:14])([CH3:15])[CH3:16]. Procedure details: Under an argon atmosphere, to a solution of tert-butyl (4-cyclopropyl-2-methylphenyl)carbamate (666 mg) in tetrahydrofuran (13.5 mL) was added dropwise sec-butyllithium (1.08 mol/L hexane-cyclohexane solution, 5.5 mL) at −45° C., and the mixture was stirred for 30 minutes. Next, a solution of N-methoxy-N-methylbenzamide (489 mg) in tetrahydrofuran (1.4 mL) was added dropwise thereto, and the mixture was stirred at −45° C. for 35 minutes and then stirred at room temperature for 2 more hours. The ...